This data is from the Open Reaction Database (ORD), a public repository of structured organic reaction records. The task is: describe an organic reaction: reactants, conditions, products, and yield Reported procedure: To a solution of 2-Methyl-2-(2-nitro-4-trifluoromethyl-phenyl)-propylamine (0.76 g, 2.9 mmol) in methanol (29 mL) at 0 degrees C. was added formaldehyde (0.60 mL of a 37 wt solution in water, excess), acetic acid (0.83 mL, 14.5 mmol), and sodium cyanoborohydride (0.36 g, 5.8 mmol). The homogeneous yellow solution was allowed to warm to room temperature and was stirred overnight. After approximately 12 h, the reaction was quenched by the addition of saturated aqueous sodium bicarbonate until basi... Conditions: time 8 hour. Starting materials: C=O (formaldehyde), 37, C(C)(=O)O (acetic acid), C(#N)[BH3-].[Na+] (sodium cyanoborohydride), CC(CN)(C)C1=C(C=C(C=C1)C(F)(F)F)[N+](=O)[O-] (2-Methyl-2-(2-nitro-4-trifluoromethyl-phenyl)-propylamine). The solvent is O (water), ClCCl (dichloromethane), CO (methanol). RXN SMILES: [CH3:1][C:2]([C:6]1[CH:11]=[CH:10][C:9]([C:12]([F:15])([F:14])[F:13])=[CH:8][C:7]=1[N+:16]([O-])=O)([CH3:5])[CH2:3]N.C=O.[C:21](O)(=O)C.[C:25]([BH3-])#[N:26].[Na+]>CO.O.ClCCl>[CH3:21][N:26]([CH3:25])[CH2:1][C:2]([C:6]1[CH:11]=[CH:10][C:9]([C:12]([F:15])([F:14])[F:13])=[CH:8][C:7]=1[NH2:16])([CH3:5])[CH3:3] |f:3.4|. Yields the product CN(CC(C)(C)C1=C(C=C(C=C1)C(F)(F)F)N)C (2-(2-Dimethylamino-1,1-dimethyl-ethyl)-5-trifluoromethyl-phenylamine).